describe an organic reaction: reactants, conditions, products, and yield From a dataset of the Open Reaction Database (ORD), a public repository of structured organic reaction records. The reactants are C(CCCC#C)O (5-hexyn-1-ol), ClC1=CC=C(C=C1)I (1-chloro-4-iodobenzene). Product: ClC1=CC=C(C=C1)C#CCCCCO (6-(4-Chlorophenyl)hex-5-yn-1-ol). Reaction SMILES: [CH2:1]([OH:7])[CH2:2][CH2:3][CH2:4][C:5]#[CH:6].[Cl:8][C:9]1[CH:14]=[CH:13][C:12](I)=[CH:11][CH:10]=1>>[Cl:8][C:9]1[CH:14]=[CH:13][C:12]([C:6]#[C:5][CH2:4][CH2:3][CH2:2][CH2:1][OH:7])=[CH:11][CH:10]=1. Reported procedure: In a manner described in Example 18 above, 5-hexyn-1-ol was reacted with 1-chloro-4-iodobenzene to give the title compound, MS m/Z exact mass 209.724 (M+H)(calcd. For C12H13OCl 209.70). Starting materials: [Al+3], CC(O)C(O)C(=O)NCc1ccccc1, C1CCOC1, [H-], [H-], [H-], [H-], [Li+]. Product: CC(O)C(O)CNCc1ccccc1. As a reaction SMILES: [Al+3:17].[CH2:1]([c:2]1[cH:3][cH:4][cH:5][cH:6][cH:7]1)[NH:8][C:9]([CH:10]([CH:11]([CH3:12])[OH:13])[OH:14])=[O:15].[CH2:22]1[O:23][CH2:24][CH2:25][CH2:26]1.[H-:16].[H-:19].[H-:20].[H-:21].[Li+:18]>>[CH2:1]([c:2]1[cH:3][cH:4][cH:5][cH:6][cH:7]1)[NH:8][CH2:9][CH:10]([CH:11]([CH3:12])[OH:13])[OH:14]. Reactants: CN1C(=NC2=C1C=CC(=C2)C(=O)O)C (1,2-Dimethyl-1H-benzo[d]imidazole-5-carboxylic acid), C1(=CC=CC=C1)C (toluene). Solvent: CO (MeOH). Reaction conditions: time 1 hour. Yields the product CN1C(=NC2=C1C=CC(=C2)C(=O)OC)C (Methyl 1,2-dimethyl-1H-benzo[d]imidazole-5-carboxylate). RXN SMILES: [CH3:1][N:2]1[C:6]2[CH:7]=[CH:8][C:9]([C:11]([OH:13])=[O:12])=[CH:10][C:5]=2[N:4]=[C:3]1[CH3:14].[C:15]1(C)C=CC=CC=1>CO>[CH3:1][N:2]1[C:6]2[CH:7]=[CH:8][C:9]([C:11]([O:13][CH3:15])=[O:12])=[CH:10][C:5]=2[N:4]=[C:3]1[CH3:14]. Reported procedure: To a suspension of 1,2-Dimethyl-1H-benzo[d]imidazole-5-carboxylic acid (crude, 2.54 g, approx. 9.35 mmol) in MeOH (15.5 ml)/toluene (78 ml) Trimethylsilyldiazomethane (2 M solution in hexane, 7.0 ml, 14 mmol) was added at 0-10° C. The reaction mixture was stirred at it for 1 hour. The reaction mixture was evaporated under reduced pressure. The residue was taken up in DCM, Remaining insoluble solid was filtered off. The filtrate was evaporated again to dryness to afford crude Methyl 1,2-dimethyl-...